This data is from the Open Reaction Database (ORD), a public repository of structured organic reaction records. The task is: describe an organic reaction: reactants, conditions, products, and yield Reactants: BrC=1C=C2C=CC(=NC2=CC1)Cl (6-bromo-2-chloroquinoline), COC1=C(CN)C=CC=C1 (2-methoxybenzylamine), C=CC1=CC=CC=C1 (styrene). Yields the product COC1=C(CNC2=NC3=CC=C(C=C3C=C2)CCC2=CC=CC=C2)C=CC=C1 ((2-Methoxy-benzyl)-(6-phenethyl-quinolin-2-yl)-amine). As a reaction SMILES: Br[C:2]1[CH:3]=[C:4]2[C:9](=[CH:10][CH:11]=1)[N:8]=[C:7](Cl)[CH:6]=[CH:5]2.[CH3:13][O:14][C:15]1[CH:22]=[CH:21][CH:20]=[CH:19][C:16]=1[CH2:17][NH2:18].[CH2:23]=[CH:24][C:25]1[CH:30]=[CH:29][CH:28]=[CH:27][CH:26]=1>>[CH3:13][O:14][C:15]1[CH:22]=[CH:21][CH:20]=[CH:19][C:16]=1[CH2:17][NH:18][C:7]1[CH:6]=[CH:5][C:4]2[C:9](=[CH:10][CH:11]=[C:2]([CH2:23][CH2:24][C:25]3[CH:30]=[CH:29][CH:28]=[CH:27][CH:26]=3)[CH:3]=2)[N:8]=1. Procedure details: The title compound, MS: m/e=369.1 (M+H+), was prepared in accordance with the general method of examples 2 and 3 from 6-bromo-2-chloroquinoline, 2-methoxybenzylamine and styrene. Starting materials: O=C(O)C1(c2ccc(F)cc2)CCCC1, CC(=O)Nc1cccc(C2CCN(CCCN)CC2)c1. Yields the product CC(=O)Nc1cccc(C2CCN(CCCNC(=O)C3(c4ccc(F)cc4)CCCC3)CC2)c1. As a reaction SMILES: [F:1][c:2]1[cH:3][cH:4][c:5]([C:8]2([C:13](=[O:14])[OH:15])[CH2:9][CH2:10][CH2:11][CH2:12]2)[cH:6][cH:7]1.[NH2:16][CH2:17][CH2:18][CH2:19][N:20]1[CH2:21][CH2:22][CH:23]([c:26]2[cH:27][c:28]([NH:32][C:33]([CH3:34])=[O:35])[cH:29][cH:30][cH:31]2)[CH2:24][CH2:25]1>>[F:1][c:2]1[cH:3][cH:4][c:5]([C:8]2([C:13](=[O:15])[NH:16][CH2:17][CH2:18][CH2:19][N:20]3[CH2:21][CH2:22][CH:23]([c:26]4[cH:27][c:28]([NH:32][C:33]([CH3:34])=[O:35])[cH:29][cH:30][cH:31]4)[CH2:24][CH2:25]3)[CH2:9][CH2:10][CH2:11][CH2:12]2)[cH:6][cH:7]1. Reactants: C(C)OC#CC=1C=C(C=C2C=C(C(OC12)C(F)(F)F)C(=O)O)OC(F)(F)F (8-(ethoxvethvnyl)-6-(trifluoromethoxy)-2-(trifluoromethyl)-2H-chromene-3-carboxylic acid), OS(=O)(=O)O (H2SO4). Run in [Cl-].[Na+].O (Brine), CC(=O)C (acetone), O (H2O). Conditions: time 2.5 hour. Product: C(C)OC(CC=1C=C(C=C2C=C(C(OC12)C(F)(F)F)C(=O)O)OC(F)(F)F)=O (8-(2-ethoxy-2-oxoethyl)-6-(trifluoromethoxy)-2-(trifluoromethyl)-2H-chromene-3-carboxylic acid). The yield is 198.8%. RXN SMILES: [CH2:1]([O:3][C:4]#[C:5][C:6]1[CH:7]=[C:8]([O:23][C:24]([F:27])([F:26])[F:25])[CH:9]=[C:10]2[C:15]=1[O:14][CH:13]([C:16]([F:19])([F:18])[F:17])[C:12]([C:20]([OH:22])=[O:21])=[CH:11]2)[CH3:2].[OH:28]S(O)(=O)=O>CC(C)=O.O.[Cl-].[Na+].O>[CH2:1]([O:3][C:4](=[O:28])[CH2:5][C:6]1[CH:7]=[C:8]([O:23][C:24]([F:25])([F:27])[F:26])[CH:9]=[C:10]2[C:15]=1[O:14][CH:13]([C:16]([F:17])([F:18])[F:19])[C:12]([C:20]([OH:22])=[O:21])=[CH:11]2)[CH3:2] |f:4.5.6|. Reported procedure: To a solution of the crude product from Step 1 (2.13 g) in a mixture of acetone (80 mL) and H2O (10 mL) was added H2SO4 (0.250 g, 2.55 mmole) and the resulting mixture was stirred at room temperature for 2.5 hrs. Brine (200 mL) was added and the mixture was extracted with EtOAc (2×100 mL). The combined extracts were washed with brine, dried over MgSO4, filtered and concentrated in vacuo to give 2.10 g of the crude product as a yellow oil: ESLRMS m/z 414.0 (M+H, C16H12F6O6, Calc'd 415.0).